This data is from the Open Reaction Database (ORD), a public repository of structured organic reaction records. The task is: describe an organic reaction: reactants, conditions, products, and yield The reactants are O[C@H](C)[C@@H]1[C@@H]2N([C@H](C([C@@H]2C)=O)C(=O)OCC2=CC=C(C=C2)[N+](=O)[O-])C1=O (4-nitrobenzyl (1R,3R,5R,6S)-6-((1R)-1-hydroxyethyl)-1-methyl-2-oxo-1-carbapenam-3-carboxylate), [Si](C)(C)(C(C)(C)C)O[C@@H]1C[C@H](N(C1)C(=O)OCC1=CC=C(C=C1)[N+](=O)[O-])C(=O)C=1N=CN2C1SC(=C2)[Sn](CCCC)(CCCC)CCCC (7-[(2S,4R)-4-t-butyldimethylsilyloxy-1-(4-nitrobenzyloxycarbonyl)pyrrolidin-2-yl]carbonyl-2-(tri-n-butylstannyl)imidazo[5,1-b]thiazole). Yields the product [Si](C)(C)(C(C)(C)C)O[C@@H]1C[C@H](N(C1)C(=O)OCC1=CC=C(C=C1)[N+](=O)[O-])C(=O)C=1N=CN2C1SC(=C2)C=2[C@@H]([C@H]1N(C2C(=O)OCC2=CC=C(C=C2)[N+](=O)[O-])C([C@@H]1[C@@H](C)O)=O)C (4-Nitrobenzyl (1S,5R,6S)-2-[7-[(2S,4R)-4-t-butyldimethylsilyloxy-1-(4-nitrobenzyloxycarbonyl)pyrrolidin-2-yl]carbonylimidazo[5,1-b]thiazol-2-yl]-6-((1R)-1-hydroxyethyl)-1-methyl-1-carbapen-2-em-3-carboxylate). Isolated yield 49.0%. RXN SMILES: [OH:1][C@@H:2]([C@H:4]1[C:25](=[O:26])[N:6]2[C@@H:7]([C:12]([O:14][CH2:15][C:16]3[CH:21]=[CH:20][C:19]([N+:22]([O-:24])=[O:23])=[CH:18][CH:17]=3)=[O:13])[C:8](=O)[C@H:9]([CH3:10])[C@H:5]12)[CH3:3].[Si:27]([O:34][C@H:35]1[CH2:39][N:38]([C:40]([O:42][CH2:43][C:44]2[CH:49]=[CH:48][C:47]([N+:50]([O-:52])=[O:51])=[CH:46][CH:45]=2)=[O:41])[C@H:37]([C:53]([C:55]2[N:56]=[CH:57][N:58]3[CH:62]=[C:61]([Sn](CCCC)(CCCC)CCCC)[S:60][C:59]=23)=[O:54])[CH2:36]1)([C:30]([CH3:33])([CH3:32])[CH3:31])([CH3:29])[CH3:28]>>[Si:27]([O:34][C@H:35]1[CH2:39][N:38]([C:40]([O:42][CH2:43][C:44]2[CH:45]=[CH:46][C:47]([N+:50]([O-:52])=[O:51])=[CH:48][CH:49]=2)=[O:41])[C@H:37]([C:53]([C:55]2[N:56]=[CH:57][N:58]3[CH:62]=[C:61]([C:8]4[C@H:9]([CH3:10])[C@@H:5]5[C@@H:4]([C@H:2]([OH:1])[CH3:3])[C:25](=[O:26])[N:6]5[C:7]=4[C:12]([O:14][CH2:15][C:16]4[CH:17]=[CH:18][C:19]([N+:22]([O-:24])=[O:23])=[CH:20][CH:21]=4)=[O:13])[S:60][C:59]=23)=[O:54])[CH2:36]1)([C:30]([CH3:31])([CH3:32])[CH3:33])([CH3:29])[CH3:28]. Reported procedure: 4-Nitrobenzyl (1S,5R,6S)-2-[7-[(2S,4R)-4-t-butyldimethylsilyloxy-1-(4-nitrobenzyloxycarbonyl)pyrrolidin-2-yl]carbonylimidazo[5,1-b]thiazol-2-yl]-6-((1R)-1-hydroxyethyl)-1-methyl-1-carbapen-2-em-3-carboxylate (369 mg) was prepared in the same manner as in step a) of Example 1, except that 312 mg of 4-nitrobenzyl (1R,3R,5R,6S)-6-((1R)-1-hydroxyethyl)-1-methyl-2-oxo-1-carbapenam-3-carboxylate and 707 mg of 7-[(2S,4R)-4-t-butyldimethylsilyloxy-1-(4-nitrobenzyloxycarbonyl)pyrrolidin-2-yl]carbonyl-2-(... The reactants are C(C)(C)(C)[Si](F)(F)C(C)(C)C (di-tert-butyldifluorosilane), C(C)OC=C[Li] (ethoxyvinyl lithium), C[Li] (methyl lithium), C(C)(C)(C)[Si](C)(C(C)(C)O)C(C)(C)C (di-tert-butyl(1-hydroxy-1-methylethyl)methylsilane). The solvent is C1CCOC1 (THF). The product is C(C)(C)(C)[Si](F)(F)C(C)(C)C (Di-tert-butyldifluorosilane), C(C)(C)(C)[SiH](CC(=C)OCC)C(C)(C)C (di-tert-butyl(1-ethoxyvinyl)methylsilane). Isolated yield 14.0%. RXN SMILES: [C:1]([Si:5]([C:11]([CH3:14])([CH3:13])[CH3:12])([C:7](O)([CH3:9])C)C)([CH3:4])([CH3:3])[CH3:2].[C:15]([Si:19]([C:22]([CH3:25])([CH3:24])[CH3:23])([F:21])[F:20])([CH3:18])([CH3:17])[CH3:16].[CH2:26]([O:28]C=C[Li])[CH3:27].C[Li]>C1COCC1>[C:22]([Si:19]([C:15]([CH3:18])([CH3:17])[CH3:16])([F:21])[F:20])([CH3:25])([CH3:24])[CH3:23].[C:11]([SiH:5]([C:1]([CH3:2])([CH3:3])[CH3:4])[CH2:7][C:9]([O:28][CH2:26][CH3:27])=[CH2:15])([CH3:12])([CH3:13])[CH3:14]. Procedure details: Di-tert-butyldifluorosilane was prepared according to the procedure of B. Rempfer et al., J. Am. Chem. Soc. 1986, 108, 3893-3897. Following the general procedure of Example 7, di-tert-butyl(1-hydroxy-1-methylethyl)methylsilane was prepared from di-tert-butyldifluorosilane (11.8 g, 65.4 mmol), ethoxyvinyl lithium (prepared from ethyl vinyl ether (4.68 g, 64.9 mmol) and tert-butyl lithium (1.6 M in pentane, 40.6 ml, 65.0 mmol)) in THF (100 ml)) and methyl lithium (1.6 M in Et2O, 280 ml, 448 mmol).... The reactants are C(C)(=O)SCC(=O)N1[C@H](C(=O)O)CC(C1)(O)CC=1OC=CC1 (1-[2(Acetylthio)-1-oxoethyl]-4-[(2-furyl)-methyl]-4-hydroxy-L-proline), N (ammonia). Yields the product O1C(=CC=C1)CC1(C[C@H](N(C1)C(CS)=O)C(=O)O)O (4-[(2-furyl)methyl]-4-hydroxy-1-(2-mercapto-1-oxoethyl)-L-proline). As a reaction SMILES: C([S:4][CH2:5][C:6]([N:8]1[CH2:15][C:14]([CH2:17][C:18]2[O:19][CH:20]=[CH:21][CH:22]=2)([OH:16])[CH2:13][C@H:9]1[C:10]([OH:12])=[O:11])=[O:7])(=O)C.N>>[O:19]1[CH:20]=[CH:21][CH:22]=[C:18]1[CH2:17][C:14]1([OH:16])[CH2:15][N:8]([C:6](=[O:7])[CH2:5][SH:4])[C@H:9]([C:10]([OH:12])=[O:11])[CH2:13]1. Reported procedure: The product from part (b) is treated with concentrated ammonia according to the procedure of Example 2 to yield 4-[(2-furyl)methyl]-4-hydroxy-1-(2-mercapto-1-oxoethyl)-L-proline. Starting materials: C(C1=CC=CC=C1)OC1=CC=NC2=CC=C(C=C12)C1=NC(=CC=C1)C1=C(C=CC=C1F)F (4-(benzyloxy)-6-(6-(2,6-difluorophenyl)pyridin-2-yl)quinoline). Reagents/catalysts: [Pd] (palladium on carbon). The solvent is CCO.CCOC(=O)C (EtOH EtOAc). Conditions: time 72 hour. The product is FC1=C(C(=CC=C1)F)C1=CC=CC(=N1)C=1C=C2C(=CC=NC2=CC1)O (6-(6-(2,6-difluorophenyl)pyridin-2-yl)quinolin-4-ol). Isolated yield 70.0%. Reaction SMILES: C([O:8][C:9]1[C:18]2[C:13](=[CH:14][CH:15]=[C:16]([C:19]3[CH:24]=[CH:23][CH:22]=[C:21]([C:25]4[C:30]([F:31])=[CH:29][CH:28]=[CH:27][C:26]=4[F:32])[N:20]=3)[CH:17]=2)[N:12]=[CH:11][CH:10]=1)C1C=CC=CC=1>[Pd].CCO.CCOC(C)=O>[F:31][C:30]1[CH:29]=[CH:28][CH:27]=[C:26]([F:32])[C:25]=1[C:21]1[N:20]=[C:19]([C:16]2[CH:17]=[C:18]3[C:13](=[CH:14][CH:15]=2)[N:12]=[CH:11][CH:10]=[C:9]3[OH:8])[CH:24]=[CH:23][CH:22]=1 |f:2.3|. Procedure details: To a solution of 4-(benzyloxy)-6-(6-(2,6-difluorophenyl)pyridin-2-yl)quinoline (1.0 equiv.) in 1:1 EtOH/EtOAc, at a concentration of 0.1 M, was added 10% palladium on carbon (0.1 eq.). The resultant heterogeneous solution was put under an atmosphere of hydrogen and was stirred for 72 hours. At this time the mixture was filtered through a pad of celite eluting with EtOAc. The volatiles were removed in vacuo yielding 6-(6-(2,6-difluorophenyl)pyridin-2-yl)quinolin-4-ol (70%). LCMS (m/z): 335.0 (MH+... The reactants are ON1N=CC(=C1)I (1-hydroxy-4-iodopyrazole), N1(CCOCC1)C(=O)Cl (4-morpholine carbonyl chloride). Yields the product IC=1C=NN(C1)OC(=O)N1CCOCC1 (Morpholine-4-carboxylic acid 4-iodo-pyrazol-1-yl ester). As a reaction SMILES: [OH:1][N:2]1[CH:6]=[C:5]([I:7])[CH:4]=[N:3]1.[N:8]1([C:14](Cl)=[O:15])[CH2:13][CH2:12][O:11][CH2:10][CH2:9]1>>[I:7][C:5]1[CH:4]=[N:3][N:2]([O:1][C:14]([N:8]2[CH2:13][CH2:12][O:11][CH2:10][CH2:9]2)=[O:15])[CH:6]=1. Procedure: The title compound was prepared from 1-hydroxy-4-iodopyrazole and 4-morpholine carbonyl chloride applying the general procedure 8. The crude product was purified by flash chromatography (Quad flash 12, EtOAc-heptane) (99%, crystals). The reactants are CN(C)c1ccncc1, C(=NC1CCCCC1)=NC1CCCCC1, O=C(O)Cc1ccccc1Nc1c(Cl)cccc1Cl, CCN(Cc1cc(C(=O)OCCN(CCO)C(C)(C)C)cc(Br)c1N)C1CCCCC1, C1CCOC1. Yields the product CCN(Cc1cc(C(=O)OCCN(CCOC(=O)Cc2ccccc2Nc2c(Cl)cccc2Cl)C(C)(C)C)cc(Br)c1N)C1CCCCC1. Reaction SMILES: [CH3:71][N:72]([CH3:73])[c:74]1[cH:75][cH:76][n:77][cH:78][cH:79]1.[CH:51]1([N:52]=[C:53]=[N:54][CH:55]2[CH2:56][CH2:57][CH2:58][CH2:59][CH2:60]2)[CH2:61][CH2:62][CH2:63][CH2:64][CH2:65]1.[Cl:32][c:33]1[c:34]([NH:40][c:41]2[c:42]([CH2:47][C:48](=[O:49])[OH:50])[cH:43][cH:44][cH:45][cH:46]2)[c:35]([Cl:39])[cH:36][cH:37][cH:38]1.[NH2:1][c:2]1[c:3]([Br:31])[cH:4][c:5]([C:6](=[O:7])[O:8][CH2:9][CH2:10][N:11]([CH2:12][CH2:13][OH:14])[C:15]([CH3:16])([CH3:17])[CH3:18])[cH:19][c:20]1[CH2:21][N:22]([CH2:23][CH3:24])[CH:25]1[CH2:26][CH2:27][CH2:28][CH2:29][CH2:30]1.[O:66]1[CH2:67][CH2:68][CH2:69][CH2:70]1>>[NH2:1][c:2]1[c:3]([Br:31])[cH:4][c:5]([C:6](=[O:7])[O:8][CH2:9][CH2:10][N:11]([CH2:12][CH2:13][O:14][C:48]([CH2:47][c:42]2[c:41]([NH:40][c:34]3[c:33]([Cl:32])[cH:38][cH:37][cH:36][c:35]3[Cl:39])[cH:46][cH:45][cH:44][cH:43]2)=[O:49])[C:15]([CH3:16])([CH3:17])[CH3:18])[cH:19][c:20]1[CH2:21][N:22]([CH2:23][CH3:24])[CH:25]1[CH2:26][CH2:27][CH2:28][CH2:29][CH2:30]1. Reactants: COC(COC1=C2CCCC2=C(C=C1)SCC1=CC=C(C=C1)OCC1=C(C=C(C=C1)Cl)Cl)=O ({7-[4-(2,4-Dichloro-benzyloxy)-benzylsulfanyl]-indan-4-yloxy}-acetic acid methyl ester), [K+].[Br-] (KBr). Product: ClC1=C(COC2=CC=C(CSC=3C=CC(=C4CCCC34)OCC(=O)O)C=C2)C=CC(=C1)Cl ({7-[4-(2,4-Dichloro-benzyloxy)-benzylsulfanyl]-indan-4-yloxy}-acetic acid). RXN SMILES: C[O:2][C:3](=[O:33])[CH2:4][O:5][C:6]1[CH:14]=[CH:13][C:12]([S:15][CH2:16][C:17]2[CH:22]=[CH:21][C:20]([O:23][CH2:24][C:25]3[CH:30]=[CH:29][C:28]([Cl:31])=[CH:27][C:26]=3[Cl:32])=[CH:19][CH:18]=2)=[C:11]2[C:7]=1[CH2:8][CH2:9][CH2:10]2.[K+].[Br-]>>[Cl:32][C:26]1[CH:27]=[C:28]([Cl:31])[CH:29]=[CH:30][C:25]=1[CH2:24][O:23][C:20]1[CH:19]=[CH:18][C:17]([CH2:16][S:15][C:12]2[CH:13]=[CH:14][C:6]([O:5][CH2:4][C:3]([OH:33])=[O:2])=[C:7]3[C:11]=2[CH2:10][CH2:9][CH2:8]3)=[CH:22][CH:21]=1 |f:1.2|. Procedure: The title compound was prepared in the manner analogous to Example 1 using 62A. mp 149-150° C.; IR (KBr) cm−1: 3089, 1734, 1512, 1473, 1295, 1234; 400 MHz 1H NMR (DMSO-d6): δ 13.11 (br(s), 1H), 7.40-7.71 (m, 3H), 6.88-7.19 (m, 5H), 6.58 (d, 1H, J=8.5 Hz), 5.07 (s, 2H), 4.61 (s, 2H), 3.96 (s, 2H), 2.77 (t, 2H, t, J=7.4 Hz), 2.69 (t, 2H, J=7.4 Hz), 1.91 (pentet, 2H); MS m/z 487 (M−1). Anal. Calc'd for C25H22Cl2O4S: C, 61.35; H, 4.53. found: C, 60.95; H, 4.41.